Dataset: the Open Reaction Database (ORD), a public repository of structured organic reaction records. Task: describe an organic reaction: reactants, conditions, products, and yield The reactants are OC1=C(C=C(C=2OC3=CC(=CC(=C3C(C2OC)=O)O)OC)C=C1)OC (4',5-dihydroxy-3,3',7-trimethoxyflavone), ice, [OH-].[Na+] (sodium hydroxide), C(C)(=O)O[C@H]1[C@H](O[C@@H]([C@H]([C@@H]1OC(C)=O)OC(C)=O)COC(C)=O)Br (2,3,4,6-tetra-O-acetyl-α-D-glucopyranosyl bromide), [OH-].[Na+] (sodium hydroxide). Run in CC(=O)C (acetone), CC(=O)C (acetone). Reaction conditions: time 3 hour. The product is [C@@H]1([C@H](O)[C@@H](O)[C@H](O)[C@H](O1)CO)OC1=C(C=C(C=2OC3=CC(=CC(=C3C(C2OC)=O)O)OC)C=C1)OC (4'-(β-D-glucopyranosyloxy)-5-hydroxy-3,3',7-trimethoxyflavone). The yield is 106.1%. Reaction SMILES: [OH:1][C:2]1[CH:23]=[CH:22][C:5]([C:6]2[O:7][C:8]3[C:13]([C:14](=[O:18])[C:15]=2[O:16][CH3:17])=[C:12]([OH:19])[CH:11]=[C:10]([O:20][CH3:21])[CH:9]=3)=[CH:4][C:3]=1[O:24][CH3:25].C([O:29][C@@H:30]1[C@@H:35]([O:36]C(=O)C)[C@H:34]([O:40]C(=O)C)[C@@H:33]([CH2:44][O:45]C(=O)C)[O:32][C@@H:31]1Br)(=O)C.[OH-].[Na+]>CC(C)=O>[C@@H:31]1([O:1][C:2]2[CH:23]=[CH:22][C:5]([C:6]3[O:7][C:8]4[C:13]([C:14](=[O:18])[C:15]=3[O:16][CH3:17])=[C:12]([OH:19])[CH:11]=[C:10]([O:20][CH3:21])[CH:9]=4)=[CH:4][C:3]=2[O:24][CH3:25])[O:32][C@H:33]([CH2:44][OH:45])[C@@H:34]([OH:40])[C@H:35]([OH:36])[C@H:30]1[OH:29] |f:2.3|. Reported procedure: To an ice-cooled solution containing 250 mg of 4',5-dihydroxy-3,3',7-trimethoxyflavone in 10 ml of acetone were alternately added a solution of 400 mg of 2,3,4,6-tetra-O-acetyl-α-D-glucopyranosyl bromide in 10 ml of acetone, and 5 ml of 0.8% aqueous sodium hydroxide over 30 minutes, while stirring. After allowing the reaction mixture to stand at room temperature for 3 hours, 20 ml of 0.2% aqueous sodium hydroxide were added thereto. Stirring was continued at room temperature for 3 hours, during ... Product: CC(C)(C)OC(=O)Nc1ccncc1-c1cccc2c1CCN(C(=O)OC(C)(C)C)C2. The reactants are CCCC[Sn](CCCC)(CCCC)c1cnccc1NC(=O)OC(C)(C)C, CC(C)(C)OC(=O)N1CCc2c(Br)cccc2C1, Cc1ccccc1, c1ccc(-c2ccccc2PC2CCCCC2)cc1, O=C(C=Cc1ccccc1)C=Cc1ccccc1, O=C(C=Cc1ccccc1)C=Cc1ccccc1, O=C(C=Cc1ccccc1)C=Cc1ccccc1, [Pd], [Pd]. RXN SMILES: [C:1]([CH3:2])([CH3:3])([CH3:4])[O:5][C:6]([NH:7][c:8]1[c:9]([Sn:14]([CH2:15][CH2:16][CH2:17][CH3:18])([CH2:19][CH2:20][CH2:21][CH3:22])[CH2:23][CH2:24][CH2:25][CH3:26])[cH:10][n:11][cH:12][cH:13]1)=[O:27].[C:28]([CH3:29])([CH3:30])([CH3:31])[O:32][C:33](=[O:34])[N:35]1[CH2:36][c:37]2[cH:38][cH:39][cH:40][c:41]([Br:45])[c:42]2[CH2:43][CH2:44]1.[CH3:65][c:66]1[cH:67][cH:68][cH:69][cH:70][cH:71]1.[CH:46]1([PH:47][c:48]2[cH:49][cH:50][cH:51][cH:52][c:53]2-[c:54]2[cH:55][cH:56][cH:57][cH:58][cH:59]2)[CH2:60][CH2:61][CH2:62][CH2:63][CH2:64]1.[O:110]=[C:111]([CH:112]=[CH:113][c:114]1[cH:115][cH:116][cH:117][cH:118][cH:119]1)[CH:120]=[CH:121][c:122]1[cH:123][cH:124][cH:125][cH:126][cH:127]1.[O:74]=[C:75]([CH:76]=[CH:77][c:78]1[cH:79][cH:80][cH:81][cH:82][cH:83]1)[CH:84]=[CH:85][c:86]1[cH:87][cH:88][cH:89][cH:90][cH:91]1.[O:92]=[C:93]([CH:94]=[CH:95][c:96]1[cH:97][cH:98][cH:99][cH:100][cH:101]1)[CH:102]=[CH:103][c:104]1[cH:105][cH:106][cH:107][cH:108][cH:109]1.[Pd:72].[Pd:73]>>[C:1]([CH3:2])([CH3:3])([CH3:4])[O:5][C:6]([NH:7][c:8]1[c:9](-[c:41]2[cH:40][cH:39][cH:38][c:37]3[c:42]2[CH2:43][CH2:44][N:35]([C:33]([O:32][C:28]([CH3:29])([CH3:30])[CH3:31])=[O:34])[CH2:36]3)[cH:10][n:11][cH:12][cH:13]1)=[O:27]. Starting materials: C(C)NC=1C(=NC=CC1)N1CCN(CC1)C(=O)C1=NC=C(C(=O)O)C=C1 (6-[1-[3-(ethylamino)-2-pyridyl]piperazin-4-yl-carbonyl]nicotinic acid), C(C(C)C)N (isobutylamine). The product is C(C)NC=1C(=NC=CC1)N1CCN(CC1)C(=O)C1=NC=C(C=C1)C(NCC(C)C)=O (2-[1-[3-(ethylamino)-2-pyridyl]piperazin-4-yl-carbonyl]-5-[N-(2-methylpropyl)carbamoyl]pyridine). The yield is 77.0%. RXN SMILES: [CH2:1]([NH:3][C:4]1[C:5]([N:10]2[CH2:15][CH2:14][N:13]([C:16]([C:18]3[CH:26]=[CH:25][C:21]([C:22]([OH:24])=O)=[CH:20][N:19]=3)=[O:17])[CH2:12][CH2:11]2)=[N:6][CH:7]=[CH:8][CH:9]=1)[CH3:2].[CH2:27]([NH2:31])[CH:28]([CH3:30])[CH3:29]>>[CH2:1]([NH:3][C:4]1[C:5]([N:10]2[CH2:15][CH2:14][N:13]([C:16]([C:18]3[CH:26]=[CH:25][C:21]([C:22](=[O:24])[NH:31][CH2:27][CH:28]([CH3:30])[CH3:29])=[CH:20][N:19]=3)=[O:17])[CH2:12][CH2:11]2)=[N:6][CH:7]=[CH:8][CH:9]=1)[CH3:2]. Procedure: By the same procedure as described example 24, the synthesis was carried out starting with 6-[1-[3-(ethylamino)-2-pyridyl]piperazin-4-yl-carbonyl]nicotinic acid and using isobutylamine. And then, the product was recrystallized with ethanol and hexane to give a desired compound. Conditions: temperature 140 celsius, time 15 minute. Run in O (water). Reported procedure: Methyl 3,5-di-tert-butyl-4-hydroxyhydrocinnamate (6.42 g) was added to a flask equipped with a reflux condenser heated to 65° C. with hot water. The material was heated to 140° C. under N2 with magnetic stirring. Sodium methoxide (0.054 g) was added and a vacuum (10 mm) was applied. After 15 min., the vacuum was broken with N2 and 2,2-bis[4-(2-hydroxy)ethoxyphenyl]propane (3.16 g) was added. Vacuum was reapplied and temperature was slowly increaded to 160° C. After 4 hrs., the reaction was quenc... Starting materials: C(C)(C)(C)C=1C=C(CCC(=O)OC)C=C(C1O)C(C)(C)C (Methyl 3,5-di-tert-butyl-4-hydroxyhydrocinnamate), OCCOC1=CC=C(C=C1)C(C)(C)C1=CC=C(C=C1)OCCO (2,2-bis[4-(2-hydroxy)ethoxyphenyl]propane), C[O-].[Na+] (Sodium methoxide), N#N (N2). As a reaction SMILES: [C:1]([C:5]1[CH:6]=[C:7]([CH:14]=[C:15]([C:18]([CH3:21])([CH3:20])[CH3:19])[C:16]=1[OH:17])[CH2:8][CH2:9][C:10](OC)=[O:11])([CH3:4])([CH3:3])[CH3:2].[CH3:22][O-:23].[Na+].N#N.[OH:27][CH2:28][CH2:29][O:30][C:31]1[CH:36]=[CH:35][C:34]([C:37]([C:40]2[CH:45]=[CH:44][C:43]([O:46][CH2:47][CH2:48][OH:49])=[CH:42][CH:41]=2)([CH3:39])[CH3:38])=[CH:33][CH:32]=1>O>[C:1]([C:5]1[CH:6]=[C:7]([CH:14]=[C:15]([C:18]([CH3:21])([CH3:20])[CH3:19])[C:16]=1[OH:17])[CH2:8][CH2:9][C:10]([O:49][CH2:48][CH2:47][O:46][C:43]1[CH:42]=[CH:41][C:40]([C:37]([C:34]2[CH:33]=[CH:32][C:31]([O:30][CH2:29][CH2:28][O:27][C:10](=[O:11])[CH2:9][CH2:8][C:7]3[CH:6]=[C:5]([C:1]([CH3:2])([CH3:4])[CH3:3])[C:22]([OH:23])=[C:15]([C:18]([CH3:21])([CH3:20])[CH3:19])[CH:14]=3)=[CH:36][CH:35]=2)([CH3:39])[CH3:38])=[CH:45][CH:44]=1)=[O:11])([CH3:3])([CH3:4])[CH3:2] |f:1.2|. Yields the product C(C)(C)(C)C=1C=C(CCC(=O)OCCOC2=CC=C(C=C2)C(C)(C)C2=CC=C(C=C2)OCCOC(CCC2=CC(=C(C(=C2)C(C)(C)C)O)C(C)(C)C)=O)C=C(C1O)C(C)(C)C (2,2-Bis[4-(2-(3,5-di-tert-butyl-4-hydroxyhydrocinnamoyloxy))ethoxyphenyl]propane). Yield: 896.3%.